From a dataset of the Open Reaction Database (ORD), a public repository of structured organic reaction records. describe an organic reaction: reactants, conditions, products, and yield Reactants: C(\C=C\C(=O)O)(=O)O (fumaric acid), C(C1CO1)OC1=CC=CC=C1 (Phenyl glycidyl ether), NCCNC=1N(C(N(C(C1C)=O)CC)=O)CC (4-(2-aminoethylamino)-5-methyl-1,3-diethylpyrimidine-2,6(1H,3H)-dione), CN(C=O)C (dimethylformamide). Solvent: C(C)(=O)OCC (ethyl acetate), C(C)(=O)OCC (ethyl acetate), O (water). Conditions: time 24 hour. Product: C(\C=C\C(=O)OC(COC1=CC=CC=C1)CNCCNC1=C(C(N(C(N1CC)=O)CC)=O)C)(=O)O (1-Phenoxy-3-[2-(1,3-diethyl-5-methylpyrimidine-2,4-dion-6-ylamino)-ethylamino]-propan-2-ol hydrogen fumarate). Reaction SMILES: [CH2:1]([O:5][C:6]1[CH:11]=[CH:10][CH:9]=[CH:8][CH:7]=1)[CH:2]1O[CH2:3]1.[NH2:12][CH2:13][CH2:14][NH:15][C:16]1[N:17]([CH2:27][CH3:28])[C:18](=[O:26])[N:19]([CH2:24][CH3:25])[C:20](=[O:23])[C:21]=1[CH3:22].CN(C)C=O.[C:34]([OH:41])(=[O:40])/[CH:35]=[CH:36]/[C:37]([OH:39])=[O:38]>C(OCC)(=O)C.O>[C:34]([OH:41])(=[O:40])/[CH:35]=[CH:36]/[C:37]([O:39][CH:2]([CH2:3][NH:12][CH2:13][CH2:14][NH:15][C:16]1[N:17]([CH2:27][CH3:28])[C:18](=[O:26])[N:19]([CH2:24][CH3:25])[C:20](=[O:23])[C:21]=1[CH3:22])[CH2:1][O:5][C:6]1[CH:11]=[CH:10][CH:9]=[CH:8][CH:7]=1)=[O:38]. Procedure: 3.8 g. Phenyl glycidyl ether and 9.8 g. 4-(2-aminoethylamino)-5-methyl-1,3-diethylpyrimidine-2,6(1H,3H)-dione are dissolved in 10 ml. dimethylformamide and left to stand for 24 hours at ambient temperature. The reaction mixture is then poured into water, extracted with methylene chloride, dried and chromatographed on silica gel using, as elution agent, methylene chloridemethanol (9:1 v/v). The yellowish oil (6.8 g.) obtained by evaporation of the pure fractions is dissolved in ethyl acetate, whe... The reactants are C(C)(C)OC(=O)N=NC(=O)OC(C)C.C1(=CC=CC=C1)C (azodicarboxylic acid diisopropyl ester toluene), C1(=CC=CC=C1)O (phenol), C1(=CC=CC=C1)P(C1=CC=CC=C1)C1=CC=CC=C1 (triphenylphosphine), C[C@H](C[C@@H](C)O)O ((2R,4R)-2,4-pentanediol). Run in O (Water), C1CCOC1 (THF), C1CCOC1 (THF). Conditions: time 21 hour. Yields the product O(C1=CC=CC=C1)[C@H](C[C@@H](C)O)C ((4S,2R)-4-phenoxypentane-2-ol), C1(=CC=CC=C1)O (phenol). RXN SMILES: [C:1]1([OH:7])[CH:6]=[CH:5][CH:4]=[CH:3][CH:2]=1.C1(P(C2C=CC=CC=2)C2C=CC=CC=2)C=CC=CC=1.[CH3:27][C@@H:28](O)[CH2:29][C@H:30]([OH:32])[CH3:31].C(OC(N=NC(OC(C)C)=O)=O)(C)C.C1(C)C=CC=CC=1>C1COCC1.O>[O:7]([C@@H:28]([CH3:27])[CH2:29][C@H:30]([OH:32])[CH3:31])[C:1]1[CH:6]=[CH:5][CH:4]=[CH:3][CH:2]=1.[C:1]1([OH:7])[CH:6]=[CH:5][CH:4]=[CH:3][CH:2]=1 |f:3.4|. Reported procedure: After phenol (300 mg, 3.19 mmol), triphenylphosphine (1006 mg, 3.83 mmol), (2R,4R)-2,4-pentanediol (399 mg, 3.83 mmol), and THF (12 ml) were added to a 50 ml flask, a 40% azodicarboxylic acid diisopropyl ester-toluene solution (2.01 ml, 3.83 mmol) dissolved in THF (6 ml) was added dropwise thereto at 20° C., and the reaction was allowed to proceed for 21 hours. Water (0.5 ml) was added, and concentration was carried out. Then, water (10 ml) was added to the solution, and extraction was carried o... Isolated yield 6.2%. Reaction SMILES: [CH3:1][O:2][C:3]1[C:8]([O:9][CH3:10])=[CH:7][C:6]([CH2:11][C:12]#[N:13])=[C:5]([N+:14]([O-])=O)[CH:4]=1.[Sn](Cl)(Cl)(Cl)Cl>C(O)C>[CH3:10][O:9][C:8]1[CH:7]=[C:6]2[C:5](=[CH:4][C:3]=1[O:2][CH3:1])[N:14]=[C:12]([NH2:13])[CH2:11]2. Reported procedure: A solution of 2-(4,5-dimethoxy-2-nitrophenyl)acetonitrile (0.22 g, 1 mmol) in ethanol (15 ml) was treated with tin chloride (0.50 g, 2.2 mmol) and heated to 70° C. for 72 hours. The reaction mixture was allowed to cool to room temperature, extracted with EtOAc and washed with 1N NaOH and water. The combined organic extracts were dried over MgSO4, filtered and concentrated. HPLC purification provided 5,6-dimethoxy-3H-indol-2-amine (12 mg, 6.2%). 1H NMR (400 MHz, DMSO) δ 11.82 (s, 1H), 9.80 (s, 1H... Yields the product COC=1C=C2CC(=NC2=CC1OC)N (5,6-dimethoxy-3H-indol-2-amine). The solvent is C(C)O (ethanol). Run at temperature 70 celsius. Starting materials: COC1=CC(=C(C=C1OC)CC#N)[N+](=O)[O-] (2-(4,5-dimethoxy-2-nitrophenyl)acetonitrile), [Sn](Cl)(Cl)(Cl)Cl (tin chloride). The reactants are CN1CCCC1CCCl, [K+], [K+], O=C([O-])[O-], CN(C)C=O, N#CC1(c2ccc(O)cc2)CCOCC1. Yields the product CN1CCCC1CCOc1ccc(C2(C#N)CCOCC2)cc1. RXN SMILES: [Cl:16][CH2:17][CH2:18][CH:19]1[N:20]([CH3:24])[CH2:21][CH2:22][CH2:23]1.[K+:25].[K+:26].[O-:27][C:28]([O-:29])=[O:30].[O:31]=[CH:32][N:33]([CH3:34])[CH3:35].[OH:1][c:2]1[cH:3][cH:4][c:5]([C:8]2([C:14]#[N:15])[CH2:9][CH2:10][O:11][CH2:12][CH2:13]2)[cH:6][cH:7]1>>[O:1]([c:2]1[cH:3][cH:4][c:5]([C:8]2([C:14]#[N:15])[CH2:9][CH2:10][O:11][CH2:12][CH2:13]2)[cH:6][cH:7]1)[CH2:17][CH2:18][CH:19]1[N:20]([CH3:24])[CH2:21][CH2:22][CH2:23]1. Starting materials: C[Si](C)(C)I, CCOC(C)=O, ClC(Cl)Cl, COc1ccc(Cc2cnc(NC3CCC(C(C)C)CC3)c3cccnc23)cn1, [Na+], O=C([O-])O. Yields the product CC(C)C1CCC(Nc2ncc(Cc3ccc(O)nc3)c3ncccc23)CC1. Reaction SMILES: [CH3:1][Si:2]([I:3])([CH3:4])[CH3:5].[CH3:35][CH2:36][O:37][C:38]([CH3:39])=[O:40].[CH:46]([Cl:47])([Cl:48])[Cl:49].[CH:6]([CH3:7])([CH3:8])[CH:9]1[CH2:10][CH2:11][CH:12]([NH:15][c:16]2[c:17]3[cH:18][cH:19][cH:20][n:21][c:22]3[c:23]([CH2:26][c:27]3[cH:28][n:29][c:30]([O:33][CH3:34])[cH:31][cH:32]3)[cH:24][n:25]2)[CH2:13][CH2:14]1.[Na+:45].[O-:41][C:42]([OH:43])=[O:44]>>[CH:6]([CH3:7])([CH3:8])[CH:9]1[CH2:10][CH2:11][CH:12]([NH:15][c:16]2[c:17]3[cH:18][cH:19][cH:20][n:21][c:22]3[c:23]([CH2:26][c:27]3[cH:28][n:29][c:30]([OH:33])[cH:31][cH:32]3)[cH:24][n:25]2)[CH2:13][CH2:14]1.